This data is from the Open Reaction Database (ORD), a public repository of structured organic reaction records. The task is: describe an organic reaction: reactants, conditions, products, and yield Reactants: COC1=C(C=O)C=C(C=C1)C(C)(C)C1SCCS1 (2-Methoxy-5-[1-(1,3-dithiolan-2-yl)-1-methylethyl]benzaldehyde), N[C@@H]1[C@@H](N(CCC1)C(=O)OC(C)(C)C)C1=CC=CC=C1 ((2S,3S)-3-Amino-1-tert-butoxycarbonyl-2-phenylpiperidine), C(C)(C)(C)OC(=O)N1[C@H]([C@H](CCC1)NCC1=C(C=CC(=C1)C(C)C#N)OC)C1=CC=CC=C1 ((2S,3S)-1-tert-Butoxycarbonyl-3-(5-(1-cyanoethyl)-2-methoxybenzyl)amino-2-phenylpiperidine). The product is C(C)(C)(C)OC(=O)N1[C@H]([C@H](CCC1)NCC1=C(C=CC(=C1)C(C)(C)C1SCCS1)OC)C1=CC=CC=C1 ((2S,3S)-1-tert-Butoxycarbonyl-3-[2-Methoxy-5-[1-(1,3-dithiolan-2-yl)-1-methylethyl]benzyl]amino-2-phenylpiperidine). Reaction SMILES: [CH3:1][O:2][C:3]1[CH:10]=[CH:9][C:8]([C:11]([CH:14]2[S:18][CH2:17][CH2:16][S:15]2)([CH3:13])[CH3:12])=[CH:7][C:4]=1[CH:5]=O.[NH2:19][C@H:20]1[CH2:25][CH2:24][CH2:23][N:22]([C:26]([O:28][C:29]([CH3:32])([CH3:31])[CH3:30])=[O:27])[C@H:21]1[C:33]1[CH:38]=[CH:37][CH:36]=[CH:35][CH:34]=1.C(OC(N1CCC[C@H](NCC2C=C(C(C#N)C)C=CC=2OC)[C@@H]1C1C=CC=CC=1)=O)(C)(C)C>>[C:29]([O:28][C:26]([N:22]1[CH2:23][CH2:24][CH2:25][C@H:20]([NH:19][CH2:5][C:4]2[CH:7]=[C:8]([C:11]([CH:14]3[S:18][CH2:17][CH2:16][S:15]3)([CH3:13])[CH3:12])[CH:9]=[CH:10][C:3]=2[O:2][CH3:1])[C@@H:21]1[C:33]1[CH:38]=[CH:37][CH:36]=[CH:35][CH:34]=1)=[O:27])([CH3:32])([CH3:30])[CH3:31]. Procedure: This compound was prepared from Compound 81 and Compound 17 in the same manner of Compound 18. Reactants: C(=O)([O-])[O-].[Cs+].[Cs+] (Cs2CO3), C1(CCCC1)Br (cyclopentyl bromide), C1(=CC=CC=C1)O (phenol), C(=O)([O-])[O-].[Cs+].[Cs+] (Cs2CO3), C1(CCCC1)Br (cyclopentyl bromide), C1(=CC=CC=C1)O (phenol), C1(CCCC1)OC1=C(C=CC(=C1)C1=CC(=CC=C1)[N+](=O)[O-])O (2-Cyclopentyloxy-4-(3-nitrophenyl)phenol). Solvent: C(Cl)Cl (CH2Cl2), CN(C)C=O (DMF). Yields the product C1(CCCC1)OC1=C(C=CC(=C1)C1=CC(=CC=C1)[N+](=O)[O-])OC (2-Cyclopentyloxy-4-(3-nitrophenyl)anisole). Yield: 53.9%. Reaction SMILES: [CH:1]1([O:6][C:7]2[CH:12]=[C:11]([C:13]3[CH:18]=[CH:17][CH:16]=[C:15]([N+:19]([O-:21])=[O:20])[CH:14]=3)[CH:10]=[CH:9][C:8]=2[OH:22])[CH2:5][CH2:4][CH2:3][CH2:2]1.[C:23]([O-])([O-])=O.[Cs+].[Cs+].C1(Br)CCCC1.C1(O)C=CC=CC=1>CN(C=O)C.C(Cl)Cl>[CH:1]1([O:6][C:7]2[CH:12]=[C:11]([C:13]3[CH:18]=[CH:17][CH:16]=[C:15]([N+:19]([O-:21])=[O:20])[CH:14]=3)[CH:10]=[CH:9][C:8]=2[O:22][CH3:23])[CH2:2][CH2:3][CH2:4][CH2:5]1 |f:1.2.3|. Procedure: 2-Cyclopentyloxy-4-(3-nitrophenyl)phenol (600 mg, 2.45 mmol) was dissolved in DMF (40 ml) and treated with Cs2CO3 (730 mg, 2.24 mmol) and cyclopentyl bromide (0.32 ml, 2.94 mmol). After stirring overnight at RT some of the phenol remained (SiO2 :t.l.c, CH2Cl2). Cs2CO3 (870 mg, 2.67 mmol) and cyclopentyl bromide (0.32 ml, 2.94 mmol) were added. After stirring at RT for 3 h the phenol had been consumed. The reaction mixture was filtered and concentrated in vacuo. The residue was dissolved in Et2O ... Reactants: C1CCOC1, COCOc1cccc2oc(-c3nnc(SC)o3)cc12, Cl. Product: CSc1nnc(-c2cc3c(O)cccc3o2)o1. Reaction SMILES: [CH2:22]1[O:23][CH2:24][CH2:25][CH2:26]1.[CH3:1][O:2][CH2:3][O:4][c:5]1[cH:6][cH:7][cH:8][c:9]2[o:10][c:11](-[c:14]3[n:15][n:16][c:17]([S:19][CH3:20])[o:18]3)[cH:12][c:13]12.[ClH:21]>>[OH:4][c:5]1[cH:6][cH:7][cH:8][c:9]2[o:10][c:11](-[c:14]3[n:15][n:16][c:17]([S:19][CH3:20])[o:18]3)[cH:12][c:13]12.